Task: describe an organic reaction: reactants, conditions, products, and yield. Dataset: the Open Reaction Database (ORD), a public repository of structured organic reaction records The reactants are Cl (hydrochloric acid), C1(=CC=CC=C1)C=1SC=C(N1)COC1=CC=C(CN2N=C(C(=C2)CC(C(=O)OCC)C(=O)OCC)C=2SC=CC2)C=C1 (diethyl [1-[4-(2-phenyl-4-thiazolylmethoxy)benzyl]-3-(2-thienyl)-1H-pyrazol-4-yl]methylmalonate), [OH-].[Na+] (sodium hydroxide), O1CCCC1 (tetrahydrofuran). Run in C(C)O (ethanol). Reaction conditions: temperature 110 celsius, time 2 hour. Yields the product C1(=CC=CC=C1)C=1SC=C(N1)COC1=CC=C(CN2N=C(C(=C2)CCC(=O)O)C=2SC=CC2)C=C1 (3-[1-[4-(2-phenyl-4-thiazolylmethoxy)benzyl]-3-(2-thienyl)-1H-pyrazol-4-yl]propionic acid). Isolated yield 95.3%. Reaction SMILES: [C:1]1([C:7]2[S:8][CH:9]=[C:10]([CH2:12][O:13][C:14]3[CH:42]=[CH:41][C:17]([CH2:18][N:19]4[CH:23]=[C:22]([CH2:24][CH:25](C(OCC)=O)[C:26]([O:28]CC)=[O:27])[C:21]([C:36]5[S:37][CH:38]=[CH:39][CH:40]=5)=[N:20]4)=[CH:16][CH:15]=3)[N:11]=2)[CH:6]=[CH:5][CH:4]=[CH:3][CH:2]=1.[OH-].[Na+].O1CCCC1.Cl>C(O)C>[C:1]1([C:7]2[S:8][CH:9]=[C:10]([CH2:12][O:13][C:14]3[CH:42]=[CH:41][C:17]([CH2:18][N:19]4[CH:23]=[C:22]([CH2:24][CH2:25][C:26]([OH:28])=[O:27])[C:21]([C:36]5[S:37][CH:38]=[CH:39][CH:40]=5)=[N:20]4)=[CH:16][CH:15]=3)[N:11]=2)[CH:2]=[CH:3][CH:4]=[CH:5][CH:6]=1 |f:1.2|. Procedure details: A mixture of diethyl [1-[4-(2-phenyl-4-thiazolylmethoxy)benzyl]-3-(2-thienyl)-1H-pyrazol-4-yl]methylmalonate (4.09 g), 1N aqueous sodium hydroxide solution (30 ml), tetrahydrofuran (30 ml), and ethanol (30 ml) was refluxed for 1 hour. After cooling, 1N hydrochloric acid (30 ml) was added to the mixture, and the mixture was extracted with ethyl acetate. The ethyl acetate layer was washed with saturated aqueous sodium chloride solution, dried (MgSO4), and concentrated. The resulting colorless oily... Starting materials: CC(=O)OC(C)=O, CN(C)C=O, OC(CCOCCCCOc1c(Cl)cc(OCC=C(Cl)Cl)cc1Cl)C(Cl)(Cl)C(F)(F)F, Cl, [Zn], c1ccncc1. Product: FC(F)(F)C(Cl)=CCCOCCCCOc1c(Cl)cc(OCC=C(Cl)Cl)cc1Cl. RXN SMILES: [CH3:38][C:39]([O:40][C:41](=[O:42])[CH3:43])=[O:44].[CH3:47][N:48]([CH3:49])[CH:50]=[O:51].[Cl:1][c:2]1[cH:3][c:4]([O:26][CH2:27][CH:28]=[C:29]([Cl:30])[Cl:31])[cH:5][c:6]([Cl:25])[c:7]1[O:8][CH2:9][CH2:10][CH2:11][CH2:12][O:13][CH2:14][CH2:15][CH:16]([C:17]([C:18]([F:19])([F:20])[F:21])([Cl:22])[Cl:24])[OH:23].[ClH:45].[Zn:46].[cH:32]1[cH:33][cH:34][n:35][cH:36][cH:37]1>>[Cl:1][c:2]1[cH:3][c:4]([O:26][CH2:27][CH:28]=[C:29]([Cl:30])[Cl:31])[cH:5][c:6]([Cl:25])[c:7]1[O:8][CH2:9][CH2:10][CH2:11][CH2:12][O:13][CH2:14][CH2:15][CH:16]=[C:17]([C:18]([F:19])([F:20])[F:21])[Cl:22]. The product is ClC=1C=C(C=CC1Cl)C1(CN(CC1)C(C1=CC=C(C=C1)C(C)(C)C)=O)CCN1CCC(CC1)(C(=O)N)C1=CC=CC=C1 (1-[2-[3-(3,4-dichloro-phenyl)-1-(4-tert-butyl -benzoyl)-pyrrolidin-3-yl]-ethyl]-4-phenyl-piperidine-4-carboxylic acid amide). Reported procedure: Prepare by the method of example 3.3 using 2-[3-(3,4-dichloro-phenyl)-1-(4-tert-butyl-benzoyl)-pyrrolidin-3-yl]-ethyl-methanesulfonate (0.6 mmol) and 4-phenyl-piperidine-4-carboxylic acid amide hydrochloride (0.72 mmol). Chromatograph on silica gel to give the title compound. Starting materials: ClC=1C=C(C=CC1Cl)C1(CN(CC1)C(C1=CC=C(C=C1)C(C)(C)C)=O)CCCS(=O)(=O)[O-] (2-[3-(3,4-dichloro-phenyl)-1-(4-tert-butyl-benzoyl)-pyrrolidin-3-yl]-ethyl-methanesulfonate), Cl.C1(=CC=CC=C1)C1(CCNCC1)C(=O)N (4-phenyl-piperidine-4-carboxylic acid amide hydrochloride). As a reaction SMILES: [Cl:1][C:2]1[CH:3]=[C:4]([C:9]2([CH2:26][CH2:27]CS([O-])(=O)=O)[CH2:13][CH2:12][N:11]([C:14](=[O:25])[C:15]3[CH:20]=[CH:19][C:18]([C:21]([CH3:24])([CH3:23])[CH3:22])=[CH:17][CH:16]=3)[CH2:10]2)[CH:5]=[CH:6][C:7]=1[Cl:8].Cl.[C:34]1([C:40]2([C:46]([NH2:48])=[O:47])[CH2:45][CH2:44][NH:43][CH2:42][CH2:41]2)[CH:39]=[CH:38][CH:37]=[CH:36][CH:35]=1>>[Cl:1][C:2]1[CH:3]=[C:4]([C:9]2([CH2:26][CH2:27][N:43]3[CH2:42][CH2:41][C:40]([C:34]4[CH:35]=[CH:36][CH:37]=[CH:38][CH:39]=4)([C:46]([NH2:48])=[O:47])[CH2:45][CH2:44]3)[CH2:13][CH2:12][N:11]([C:14](=[O:25])[C:15]3[CH:16]=[CH:17][C:18]([C:21]([CH3:22])([CH3:23])[CH3:24])=[CH:19][CH:20]=3)[CH2:10]2)[CH:5]=[CH:6][C:7]=1[Cl:8] |f:1.2|. Reaction SMILES: [OH:1][C:2]1[CH:7]=[CH:6][C:5]([C:8]2[O:9][CH2:10][CH2:11][N:12]=2)=[CH:4][CH:3]=1.C(=O)([O-])[O-].[K+].[K+].[Br:19][CH2:20][CH2:21][CH2:22][CH2:23][CH2:24][CH2:25]Br>C(#N)C>[Br:19][CH2:20][CH2:21][CH2:22][CH2:23][CH2:24][CH2:25][O:1][C:2]1[CH:3]=[CH:4][C:5]([C:8]2[O:9][CH2:10][CH2:11][N:12]=2)=[CH:6][CH:7]=1 |f:1.2.3|. Reaction conditions: temperature 0 celsius, time 1 hour. Run in C(C)#N (acetonitrile). Procedure details: A stirring suspension of 163 g (1.0 mole) of 4,5-dihydro-2-(4-hydroxyphenyl)oxazole and 276 g (2.0 mole) milled potassium carbonate in 750 ml acetonitrile was heated to reflux in a 5 liter round-bottomed flask. A total of 457.5 ml (3.0 mole) of 1,6-dibromohexane was added all at once and reflux continued for 1 hour. The reaction mixture was filtered and the cake of inorganic salts washed with 100 ml of acetonitrile. The filtrate was evaporated on a rotary evaporator (bath temperature <40° C.) an... Reactants: OC1=CC=C(C=C1)C=1OCCN1 (4,5-dihydro-2-(4-hydroxyphenyl)oxazole), C([O-])([O-])=O.[K+].[K+] (potassium carbonate), BrCCCCCCBr (1,6-dibromohexane). Isolated yield 114.0%. Yields the product BrCCCCCCOC1=CC=C(C=C1)C=1OCCN1 (2-[4-(6-bromohexyloxy)phenyl]-4,5-dihydro-oxazole).